This data is from the Open Reaction Database (ORD), a public repository of structured organic reaction records. The task is: describe an organic reaction: reactants, conditions, products, and yield Reactants: C(C)(C)OC1=CC=C2C(=C(N=C(C2=C1)Cl)C(=O)O)O (7-isopropoxy-1-chloro-4-hydroxy-isoquinoline-3-carboxylic acid), Cl.COC([C@@H](N)C)=O (L-Alanine methyl ester hydrochloride), ester, white solid. The product is C(C)(C)OC1=CC=C2C(=C(N=C(C2=C1)Cl)C(=O)N[C@H](C(=O)O)C)O ((S)-2-[(7-Isopropoxy-1-chloro-4-hydroxy-isoquinoline-3-carbonyl)-amino-]propionic acid). RXN SMILES: [CH:1]([O:4][C:5]1[CH:14]=[C:13]2[C:8]([C:9]([OH:19])=[C:10]([C:16]([OH:18])=O)[N:11]=[C:12]2[Cl:15])=[CH:7][CH:6]=1)([CH3:3])[CH3:2].Cl.C[O:22][C:23](=[O:27])[C@H:24]([CH3:26])[NH2:25]>>[CH:1]([O:4][C:5]1[CH:14]=[C:13]2[C:8]([C:9]([OH:19])=[C:10]([C:16]([NH:25][C@@H:24]([CH3:26])[C:23]([OH:27])=[O:22])=[O:18])[N:11]=[C:12]2[Cl:15])=[CH:7][CH:6]=1)([CH3:2])[CH3:3] |f:1.2|. Procedure: Analogously to Example A-56, 0.040 g of 7-isopropoxy-1-chloro-4-hydroxy-isoquinoline-3-carboxylic acid were allowed to react with 0.020 g of L-Alanine methyl ester hydrochloride to give, after hydrolysis of the intermediate ester, 0.047 g of a white solid: MS-(−)-ion, M−1=353.1 amu. Starting materials: CC1=CC(=C(C(=C1OC)C)CS(=O)C1=NC2=C(N1CC)C=C(C=C2)Cl)N2C(C=1C(C2=O)=CC=CC1)=O (2-[(4,6-Dimethyl-5-methoxy-2-phthalimidylphenyl)methylsulfinyl]-6-chloro-1-ethyl-1H-benzimidazole), NN (hydrazine). Yields the product amine, ClC=1C=CC2=C(N(C(=N2)S(=O)CC2=C(C=C(C(=C2C)OC)C)NC(=O)C2=C(C=CC=C2)C(=O)NN)CC)C1 (2-[[[2-[[(6-Chloro-1-ethyl-1H-benzimidazol-2-yl)sulfinyl]methyl]-3,5-dimethyl-4-methoxyphenyl]amino]carbonyl]benzenecarboxylic acid hydrazide). As a reaction SMILES: [CH3:1][C:2]1[C:7]([O:8][CH3:9])=[C:6]([CH3:10])[C:5]([CH2:11][S:12]([C:14]2[N:18]([CH2:19][CH3:20])[C:17]3[CH:21]=[C:22]([Cl:25])[CH:23]=[CH:24][C:16]=3[N:15]=2)=[O:13])=[C:4]([N:26]2[C:30](=[O:31])[C:29]3=[CH:32][CH:33]=[CH:34][CH:35]=[C:28]3[C:27]2=[O:36])[CH:3]=1.[NH2:37][NH2:38]>>[Cl:25][C:22]1[CH:23]=[CH:24][C:16]2[N:15]=[C:14]([S:12]([CH2:11][C:5]3[C:6]([CH3:10])=[C:7]([O:8][CH3:9])[C:2]([CH3:1])=[CH:3][C:4]=3[NH:26][C:27]([C:28]3[CH:35]=[CH:34][CH:33]=[CH:32][C:29]=3[C:30]([NH:37][NH2:38])=[O:31])=[O:36])=[O:13])[N:18]([CH2:19][CH3:20])[C:17]=2[CH:21]=1. Procedure: The title compound of Example 122 (65 mg, 0.12 mmol) was treated with hydrazine according to the general procedure of Example 39 to give 48 mg (100%) of the partially deprotected amine title compound. 1H NMR (CDCl3) δ1.31 (t, 3H), 2.28 (s, 3H), 2.32 (s, 3H), 3.65 (s, 3H), 4.16 (s, 1H), 4.32 (m, 2H), 4.48 (q, 2H), 7.19 (s, 1H), 7.31 (m, 1H), 7.49 (s, 1H), 7.59 (m, 2H), 7.70 (m, 1H), 7.80 (m, 2H). Reaction SMILES: [Br:1][c:2]1[c:3]([Cl:7])[s:4][cH:5][cH:6]1.[CH2:34]1[O:35][CH2:36][CH2:37][CH2:38]1.[CH3:39][CH2:40][O:41][C:42](=[O:43])[CH3:44].[CH:8]([N-:9][CH:10]([CH3:11])[CH3:12])([CH3:13])[CH3:14].[Li+:15].[O:16]=[CH:17][N:18]([CH3:19])[CH3:20].[OH:21][C:22]([CH2:23][C:24]([C:25](=[O:26])[OH:27])([CH2:28][C:29](=[O:30])[OH:31])[OH:32])=[O:33]>>[Br:1][c:2]1[c:3]([Cl:7])[s:4][c:5]([CH:17]=[O:16])[cH:6]1. The reactants are Clc1sccc1Br, C1CCOC1, CCOC(C)=O, CC(C)[N-]C(C)C, [Li+], CN(C)C=O, O=C(O)CC(O)(CC(=O)O)C(=O)O. Product: O=Cc1cc(Br)c(Cl)s1. RXN SMILES: [CH2:19]([CH2:20][c:21]1[cH:22][cH:23][cH:24][cH:25][cH:26]1)[Br:27].[Cl:3][c:4]1[c:5]([CH2:6][C:7]#[N:8])[cH:9][cH:10][c:11]([Cl:13])[cH:12]1.[H-:1].[Na+:2].[O:14]1[CH2:15][CH2:16][CH2:17][CH2:18]1.[OH2:28]>>[Cl:3][c:4]1[c:5]([CH:6]([C:7]#[N:8])[CH2:19][CH2:20][c:21]2[cH:22][cH:23][cH:24][cH:25][cH:26]2)[cH:9][cH:10][c:11]([Cl:13])[cH:12]1. The product is N#CC(CCc1ccccc1)c1ccc(Cl)cc1Cl. Starting materials: BrCCc1ccccc1, N#CCc1ccc(Cl)cc1Cl, [H-], [Na+], C1CCOC1, O. The reactants are Cc1ccccc1, I, Cc1cccc(C(C)(C)O)c1N. The product is C=C(C)c1cccc(C)c1N. Reaction SMILES: [CH3:13][c:14]1[cH:15][cH:16][cH:17][cH:18][cH:19]1.[I:20].[NH2:1][c:2]1[c:3]([C:9]([OH:10])([CH3:11])[CH3:12])[cH:4][cH:5][cH:6][c:7]1[CH3:8]>>[NH2:1][c:2]1[c:3]([C:9](=[CH2:11])[CH3:12])[cH:4][cH:5][cH:6][c:7]1[CH3:8]. Starting materials: Brc1ccccc1, OB(O)c1ccccc1. The product is c1ccc(-c2ccccc2)cc1. As a reaction SMILES: [Br:1][c:2]1[cH:3][cH:4][cH:5][cH:6][cH:7]1.[c:8]1([B:14]([OH:15])[OH:16])[cH:9][cH:10][cH:11][cH:12][cH:13]1>>[c:2]1(-[c:8]2[cH:9][cH:10][cH:11][cH:12][cH:13]2)[cH:3][cH:4][cH:5][cH:6][cH:7]1. Reactants: BrC=1C=NC=C(C1)C (3-bromo-5-methylpyridine), CON(C(C)=O)C.[Li]CCCC (N-methoxy-N-methylacetamide n-BuLi). The solvent is C(C)OCC (diethyl ether). Run at temperature -78 celsius, time 30 minute. Product: CC=1C=C(C=NC1)C(C)=O (1-(5-methylpyridin-3-yl)ethanone). As a reaction SMILES: BrC1[CH:3]=[N:4][CH:5]=C(C)C=1.CON(C)[C:12](=[O:14])[CH3:13].[Li][CH2:17][CH2:18][CH2:19][CH3:20]>C(OCC)C>[CH3:20][C:19]1[CH:18]=[C:17]([C:12](=[O:14])[CH3:13])[CH:5]=[N:4][CH:3]=1 |f:1.2|. Procedure: To 3-bromo-5-methylpyridine 1-1 (2 g, 11.63 mmol) in diethyl ether (30 ml) at −78° C. was added uLi (8.72 ml, 13.95 mmol) dropwise. After 30 min, N-methoxy-N-methylacetamide n-BuLi was added. The resulting mixture was stirred at −78° C. for 2 h then at rt overnight, quenched with saturated NH4Cl solution and diluted with EtOAc. The organic layer was washed with water, brine, dried over magnesium sulfate and concentrated to give a yellow residue, which was purified by column chromatography (0-65%... Starting materials: C(C)(=O)C=1C=C(C#N)C=CC1 (3-acetylbenzonitrile), BrC1(C(NC(NC1=O)=O)=O)Br (dibromobarbituric acid). Solvent: C(C)OCC (ethyl ether). Run at time 8 hour. The product is BrCC(=O)C=1C=C(C#N)C=CC1 (3-(2-bromoacetyl)benzonitrile). Yield: 162.3%. Reaction SMILES: [C:1]([C:4]1[CH:5]=[C:6]([CH:9]=[CH:10][CH:11]=1)[C:7]#[N:8])(=[O:3])[CH3:2].[Br:12]C1(Br)C(=O)NC(=O)NC1=O>C(OCC)C>[Br:12][CH2:2][C:1]([C:4]1[CH:5]=[C:6]([CH:9]=[CH:10][CH:11]=1)[C:7]#[N:8])=[O:3]. Reported procedure: To a solution of 1.02 g (7.04 mmol) of 3-acetylbenzonitrile in mL of ethyl ether was added 1.02 g (3.52 mmol, 0.5 equiv) of dibromobarbituric acid. The mixture was allowed to stir at room temperature overnight. The resultant white slurry was filtered and the tiltrate was concentrated. Purification by flash chromotography (silica gel, ethyl acetate/hexane) gave 1.28 g (81%) of the title compound as a white solid: 1H NMR (400 MHz, CDCl3) δ 8.26 (t, 1H, J=1.4 Hz), 8.20 (td, 1H, J=1.5, 8.0 Hz), 7.87...